Dataset: the Open Reaction Database (ORD), a public repository of structured organic reaction records. Task: describe an organic reaction: reactants, conditions, products, and yield Reported procedure: This material was prepared by coupling 7-chloro-2-(trimethylstannyl)thieno[3,2-b]pyridine 39a (0.255 g, 0.77 mmole) with 2-bromopyridine (0.121 g, 0.77 mmole) using tereakis(triphenylphosphine) palladium(0) (0.036 g) as catalyst in a manner as previously described in example 39b to give a white solid (0.058 g, 31%). 1H NMR (300 MHz, CDCl3) δ8.66 (1H, m), 8.57 (1H, d, J=5.1 Hz), 8.00 (1H, s), 7.83 (3H, m), 7.27 (1H, d, J=5.1 Hz); ESIMS (MH+): 246.95. Reagents/catalysts: tereakis(triphenylphosphine) palladium(0). Starting materials: ClC1=C2C(=NC=C1)C=C(S2)[Sn](C)(C)C (7-chloro-2-(trimethylstannyl)thieno[3,2-b]pyridine), BrC1=NC=CC=C1 (2-bromopyridine). As a reaction SMILES: [Cl:1][C:2]1[CH:7]=[CH:6][N:5]=[C:4]2[CH:8]=[C:9]([Sn](C)(C)C)[S:10][C:3]=12.Br[C:16]1[CH:21]=[CH:20][CH:19]=[CH:18][N:17]=1>>[Cl:1][C:2]1[CH:7]=[CH:6][N:5]=[C:4]2[CH:8]=[C:9]([C:16]3[CH:21]=[CH:20][CH:19]=[CH:18][N:17]=3)[S:10][C:3]=12. Yields the product ClC1=C2C(=NC=C1)C=C(S2)C2=NC=CC=C2 (7-Chloro-2-pyridin-2-ylthieno[3,2-b]pyridine). Isolated yield 30.5%. The reactants are ClC1=CC(=CC=C1)C(=O)OO (m-chloroperbenzoic acid), BrC=1C=C(C=NC1)C(=O)N1CCC2=CC(=CC=C12)F ((5-bromo-pyridin-3-yl)-(5-fluoro-2,3-dihydro-indol-1-yl)-methanone), ClC1=CC(=CC=C1)C(=O)OO (m-chloroperbenzoic acid). The solvent is C(Cl)Cl (DCM), C(Cl)Cl (DCM). Reaction conditions: time 4 hour. Product: BrC=1C=[N+](C=C(C1)C(=O)N1CCC2=CC(=CC=C12)F)[O-] (3-bromo-5-(5-fluoroindoline-1-carbonyl)pyridine-1-oxide). RXN SMILES: ClC1C=CC=C(C(OO)=[O:9])C=1.[Br:12][C:13]1[CH:14]=[C:15]([C:19]([N:21]2[C:29]3[C:24](=[CH:25][C:26]([F:30])=[CH:27][CH:28]=3)[CH2:23][CH2:22]2)=[O:20])[CH:16]=[N:17][CH:18]=1>C(Cl)Cl>[Br:12][C:13]1[CH:18]=[N+:17]([O-:9])[CH:16]=[C:15]([C:19]([N:21]2[C:29]3[C:24](=[CH:25][C:26]([F:30])=[CH:27][CH:28]=3)[CH2:23][CH2:22]2)=[O:20])[CH:14]=1. Reported procedure: 0.19 g (1.1 mmol) m-chloroperbenzoic acid were added to 0.32 g (0.98 mmol) (5-bromo-pyridin-3-yl)-(5-fluoro-2,3-dihydro-indol-1-yl)-methanone in 5.0 mL DCM and the mixture was stirred for 4 h at RT. In addition, a further 95 mg (0.55 mmol) m-chloroperbenzoic acid were added to the reaction mixture and it was stirred for 48 h at RT. Then the reaction mixture was diluted with DCM and extracted with 1N aqueous sodium hydroxide solution. The organic phase was dried on sodium sulphate, evaporated dow...